This data is from the Open Reaction Database (ORD), a public repository of structured organic reaction records. The task is: describe an organic reaction: reactants, conditions, products, and yield Starting materials: C(CCC)OC1=NC(=C2N=C(N(C2=N1)CCCC1CCNCC1)OC)N (2-(butyloxy)-8-(methyloxy)-9-[3-(4-piperidinyl)propyl]-9H-purin-6-amine), ICCCC (1-iodobutane). Yields the product NC1=C2NC(N(C2=NC(=N1)OCCCC)CCCC1CCN(CC1)CCCC)=O (6-Amino-2-(butyloxy)-9-[3-(1-butyl-4-piperidinyl)propyl]-7,9-dihydro-8H-purin-8-one). Reaction SMILES: [CH2:1]([O:5][C:6]1[N:14]=[C:13]2[C:9]([N:10]=[C:11]([O:24]C)[N:12]2[CH2:15][CH2:16][CH2:17][CH:18]2[CH2:23][CH2:22][NH:21][CH2:20][CH2:19]2)=[C:8]([NH2:26])[N:7]=1)[CH2:2][CH2:3][CH3:4].I[CH2:28][CH2:29][CH2:30][CH3:31]>>[NH2:26][C:8]1[N:7]=[C:6]([O:5][CH2:1][CH2:2][CH2:3][CH3:4])[N:14]=[C:13]2[C:9]=1[NH:10][C:11](=[O:24])[N:12]2[CH2:15][CH2:16][CH2:17][CH:18]1[CH2:23][CH2:22][N:21]([CH2:28][CH2:29][CH2:30][CH3:31])[CH2:20][CH2:19]1. Reported procedure: Prepared similarly to Example 14 from 2-(butyloxy)-8-(methyloxy)-9-[3-(4-piperidinyl)propyl]-9H-purin-6-amine and 1-iodobutane. Starting materials: c1(ccc2c(c1B(O)O)cnn2[C@@H]1CCCCO1)C, n1cnc(c2c1C=CCC2)N1CCN(CC1)C(OC(C)(C)C)=O. RXN SMILES: [CH3:1][C:2]([O:5][C:6]([N:8]1[CH2:13][CH2:12][N:11]([c:14]2[c:23]([c:18]3[n:17][cH:16][n:15]2)[CH2:22][CH2:21][CH:20]=[CH:19]3)[CH2:10][CH2:9]1)=[O:7])([CH3:4])[CH3:3].[CH3:24][c:25]1[c:39](B(O)O)[c:29]2[c:28]([n:32]([CH:33]3[O:38][CH2:37][CH2:36][CH2:35][CH2:34]3)[n:31][cH:30]2)[cH:27][cH:26]1>>[CH3:24][c:25]1[c:39]([CH:20]2[CH2:19][c:18]3[c:23]([c:14]([N:11]4[CH2:12][CH2:13][N:8]([C:6]([O:5][C:2]([CH3:4])([CH3:3])[CH3:1])=[O:7])[CH2:9][CH2:10]4)[n:15][cH:16][n:17]3)[CH2:22][CH2:21]2)[c:29]5[c:28]([n:32]([CH:33]6[O:38][CH2:37][CH2:36][CH2:35][CH2:34]6)[n:31][cH:30]5)[cH:27][cH:26]1. Conditions: temperature 80 celsius, time 18 hour. Reagents/catalysts: c1ccc(cc1)-c2c3ccccc3cc4ccccc24 (9-Phenylanthracene), C[O-].[Na+] (NaOMe), c1(c2c(P(c3ccccc3)c3ccccc3)ccc3c2cccc3)c(P(c2ccccc2)c2ccccc2)ccc2c1cccc2 (BINAP), C=C.C=C.C=C.C=C.Cl[Rh].Cl[Rh] ([Rh(2HC=CH2)Cl]2). Product: Cc1ccc2c(cnn2C3CCCCO3)c1C4CCc5c(C4)ncnc5N6CCN(CC6)C(=O)OC(C)(C)C.